This data is from the Open Reaction Database (ORD), a public repository of structured organic reaction records. The task is: describe an organic reaction: reactants, conditions, products, and yield The reactants are CC1(OC[C@@H](O1)CNC(CC(=O)N[C@H]1C(NC2=C(CC1)C=CC=C2)=O)(C)C)C (3-[[2,2-dimethyl-1,3-dioxolan-4(S)-yl]methyl]amino-3-methyl- N-[2,3,4,5-tetrahydro-2-oxo-1H-benzazepin-3(R)-yl]butanamide), CNC(=O)NCC1=C(C=CC=C1)C1=CC=C(C=C1)CO (2'-[[(methylamino)carbonyl]amino]methyl-1,1'-biphenyl-4-methanol), methanesulfonate ester, C37H46N5O5. The product is CC1(OC[C@@H](O1)CNC(CC(=O)N[C@H]1C(N(C2=C(CC1)C=CC=C2)CC2=CC=C(C=C2)C2=C(C=CC=C2)CNC(=O)NC)=O)(C)C)C (3-[[2,2-Dimethyl-1,3-dioxolan-4(S)-yl]methyl]amino-3-methyl- N-[2,3,4,5-tetrahydro-1-[[2'-[[[(methylamino)carbonyl]amino]methyl][1,1'-biphenyl]-4-yl]methyl]-2-oxo-1H-benzazepin-3(R)-yl]butanamide). As a reaction SMILES: [CH3:1][C:2]1([CH3:28])[O:6][C@@H:5]([CH2:7][NH:8][C:9]([CH3:27])([CH3:26])[CH2:10][C:11]([NH:13][C@@H:14]2[CH2:20][CH2:19][C:18]3[CH:21]=[CH:22][CH:23]=[CH:24][C:17]=3[NH:16][C:15]2=[O:25])=[O:12])[CH2:4][O:3]1.[CH3:29][NH:30][C:31]([NH:33][CH2:34][C:35]1[CH:40]=[CH:39][CH:38]=[CH:37][C:36]=1[C:41]1[CH:46]=[CH:45][C:44]([CH2:47]O)=[CH:43][CH:42]=1)=[O:32]>>[CH3:1][C:2]1([CH3:28])[O:6][C@@H:5]([CH2:7][NH:8][C:9]([CH3:27])([CH3:26])[CH2:10][C:11]([NH:13][C@@H:14]2[CH2:20][CH2:19][C:18]3[CH:21]=[CH:22][CH:23]=[CH:24][C:17]=3[N:16]([CH2:47][C:44]3[CH:43]=[CH:42][C:41]([C:36]4[CH:37]=[CH:38][CH:39]=[CH:40][C:35]=4[CH2:34][NH:33][C:31]([NH:30][CH3:29])=[O:32])=[CH:46][CH:45]=3)[C:15]2=[O:25])=[O:12])[CH2:4][O:3]1. Reported procedure: Prepared from 3-[[2,2-dimethyl-1,3-dioxolan-4(S)-yl]methyl]amino-3-methyl- N-[2,3,4,5-tetrahydro-2-oxo-1H-benzazepin-3(R)-yl]butanamide (Step B) and 2'-[[(methylamino)carbonyl]amino]methyl-1,1'-biphenyl-4-methanol, methanesulfonate ester (Example 48, Step I) according to the procedure described in Example 35, Step H.1H NMR (200 MHz, CD3OD): δ 1.14 (s, 6H), 1.28 (s, 3H), 1.34 (s, 3H), 2.07 (m, 1H), 2.20-2.42 (m, 3H), 2.48-2.76 (m, 4H), 2.64 (s, 3H), 3.64 dd; 8, 6 Hz; 1H), 4.05 (dd; 8, 6 Hz; 1H), ...